Dataset: the Open Reaction Database (ORD), a public repository of structured organic reaction records. Task: describe an organic reaction: reactants, conditions, products, and yield Starting materials: [N+](=O)([O-])C1=CC=C(C(=O)N2CCCC(C3=C2C=CC=C3)=O)C=C1 (1,2,3,4-tetrahydro-1-(4-nitrobenzoyl)-5H-1-benzazepin-5-one), C(C)(C)(C)OC(N(C)C)N(C)C (tert-butoxy bis(dimethylamino)methane). The product is CN(C)C=C1CCN(C2=C(C1=O)C=CC=C2)C(C2=CC=C(C=C2)[N+](=O)[O-])=O (4-[(Dimethylamino)methylene]-1,2,3,4-tetrahydro-1-(4-nitrobenzoyl)-5H-1-benzazepin-5-one). Procedure: A mixture of 0.780 g of 1,2,3,4-tetrahydro-1-(4-nitrobenzoyl)-5H-1-benzazepin-5-one and 10 ml of tert-butoxy bis(dimethylamino)methane (Bredereck's Reagent) is heated on a steam bath while stirring for 1.5 hours (solid dissolved). Cooling gives a solid and the mixture is diluted with ethyl acetate and filtered. The solid is dissolved in dichloromethane-ethyl acetate (7:3) and the solution filtered through a thin pad of hydrous magnesium silicate. The filter pad is washed with dichloromethane-eth... Solvent: C(C)(=O)OCC (ethyl acetate). As a reaction SMILES: [N+:1]([C:4]1[CH:23]=[CH:22][C:7]([C:8]([N:10]2[C:16]3[CH:17]=[CH:18][CH:19]=[CH:20][C:15]=3[C:14](=[O:21])[CH2:13][CH2:12][CH2:11]2)=[O:9])=[CH:6][CH:5]=1)([O-:3])=[O:2].C(O[CH:29](N(C)C)[N:30]([CH3:32])[CH3:31])(C)(C)C>C(OCC)(=O)C>[CH3:29][N:30]([CH:32]=[C:13]1[C:14](=[O:21])[C:15]2[CH:20]=[CH:19][CH:18]=[CH:17][C:16]=2[N:10]([C:8](=[O:9])[C:7]2[CH:6]=[CH:5][C:4]([N+:1]([O-:3])=[O:2])=[CH:23][CH:22]=2)[CH2:11][CH2:12]1)[CH3:31]. Reaction conditions: time 1.5 hour. Yields the product COC(=O)C1CC(O)CN1C. Reactants: C[Si](C)(C)C=[N+]=[N-], CO, CN1CC(O)CC1C(=O)O. RXN SMILES: [CH3:11][Si:12]([CH:13]=[N+:14]=[N-:15])([CH3:16])[CH3:17].[CH3:18][OH:19].[OH:1][CH:2]1[CH2:3][CH:4]([C:8](=[O:9])[OH:10])[N:5]([CH3:7])[CH2:6]1>>[OH:1][CH:2]1[CH2:3][CH:4]([C:8]([O:9][CH3:11])=[O:10])[N:5]([CH3:7])[CH2:6]1. The reactants are C(C=C)C=1C=C(C=CC1O)C=1CCC(NN1)=O (6-(3-allyl-4-hydroxyphenyl)-4,5-dihydro-3(2H)-pyridazinone), C(Cl)C1CO1 (epichlorohydrin), OC1=C(C(=O)CCC(=O)O)C=CC=C1 (3-(2-hydroxybenzoyl)propionic acid), [OH-].[Na+] (sodium hydroxide). Run in ClCCl (dichloromethane). Product: C(C=C)C=1C=C(C=CC1OCC1CO1)C=1CCC(NN1)=O (6[3-allyl-4-(2,3-epoxypropoxy)phenyl]-4,5-dihydro-3(2H)-pyridazinone). Yield: 47.0%. RXN SMILES: [CH2:1]([C:4]1[CH:5]=[C:6]([C:11]2[CH2:12][CH2:13][C:14](=[O:17])[NH:15][N:16]=2)[CH:7]=[CH:8][C:9]=1[OH:10])[CH:2]=[CH2:3].[CH2:18]([CH:20]1[O:22][CH2:21]1)Cl.OC1C=CC=CC=1C(CCC(O)=O)=O.[OH-].[Na+]>ClCCl>[CH2:1]([C:4]1[CH:5]=[C:6]([C:11]2[CH2:12][CH2:13][C:14](=[O:17])[NH:15][N:16]=2)[CH:7]=[CH:8][C:9]=1[O:10][CH2:18][CH:20]1[O:22][CH2:21]1)[CH:2]=[CH2:3] |f:3.4|. Procedure details: A mixture of finely ground 6-(3-allyl-4-hydroxyphenyl)-4,5-dihydro-3(2H)-pyridazinone (50g, 0.22 mole), epichlorohydrin (200 g, 2.2 mole) and piperidine (2g) was heated on a steam bath for 90 minutes. Evaporation under reduced pressure gave a viscous oil which was dissolved in dichloromethane and stirred for 10 minutes with dilute sodium hydroxide (500 ml). The organic phase was washed with water, dried and evaporated to an oil which slowly solidified. Addition of ethanol-ether gave 6[3-allyl-4-... Starting materials: CC(C)(C)[Si](C)(C)Cl, OCCCc1cccc(OCc2ccccc2)c1, CN(C)C=O, O, c1c[nH]cn1. The product is CC(C)(C)[Si](C)(C)OCCCc1cccc(OCc2ccccc2)c1. As a reaction SMILES: [C:24]([CH3:25])([CH3:26])([CH3:27])[Si:28]([Cl:29])([CH3:30])[CH3:31].[CH2:1]([c:2]1[cH:3][cH:4][cH:5][cH:6][cH:7]1)[O:8][c:9]1[cH:10][c:11]([CH2:15][CH2:16][CH2:17][OH:18])[cH:12][cH:13][cH:14]1.[O:33]=[CH:34][N:35]([CH3:36])[CH3:37].[OH2:32].[nH:19]1[cH:20][cH:21][n:22][cH:23]1>>[CH2:1]([c:2]1[cH:3][cH:4][cH:5][cH:6][cH:7]1)[O:8][c:9]1[cH:10][c:11]([CH2:15][CH2:16][CH2:17][O:18][Si:28]([C:24]([CH3:25])([CH3:26])[CH3:27])([CH3:30])[CH3:31])[cH:12][cH:13][cH:14]1. Reactants: CC1(CCC=2C(=CC=CC12)N)C (1,1-dimethylindane-4-amine), CN1CCOCC1 (N-methyl morpholine), CC=1OC(=CC1C(=O)Cl)C (2,5-dimethyl-3-furan carboxylic acid chloride). Run in CCOCC (ether). Run at time 1 hour. The product is CC=1OC(=CC1C(=O)NC1=C2CCC(C2=CC=C1)(C)C)C (2,5-dimethyl-N-(1,1-dimethylindan-4-yl)-3-furan carboxamide). Yield: 86.5%. RXN SMILES: [CH3:1][C:2]1([CH3:12])[C:10]2[CH:9]=[CH:8][CH:7]=[C:6]([NH2:11])[C:5]=2[CH2:4][CH2:3]1.CN1CCOCC1.[CH3:20][C:21]1[O:22][C:23]([CH3:29])=[CH:24][C:25]=1[C:26](Cl)=[O:27]>CCOCC>[CH3:20][C:21]1[O:22][C:23]([CH3:29])=[CH:24][C:25]=1[C:26]([NH:11][C:6]1[CH:7]=[CH:8][CH:9]=[C:10]2[C:5]=1[CH2:4][CH2:3][C:2]2([CH3:12])[CH3:1])=[O:27]. Procedure details: To 15 ml of an ether solution of 1.5 g (8.57 mmols) of 1,1-dimethylindane-4-amine,2 ml of N-methyl morpholine and 1.4 g (8.83 mmols) of 2,5-dimethyl-3-furan carboxylic acid chloride were added under cooling. The mixture was stirred at room temperature for 1 hour and then washed sequentially with water and brine. The solution was dried with magnesium sulfate. The resultant concentrate was purified with silica gel column chromatography (solvent for elution; ethyl acetate/ n-hexane =1/4), thereby o... Reactants: N(=O)[O-].[Na+] (sodium nitrite), Cl (hydrochloric acid), cuprous chloride, S(=O)=O (sulfur dioxide), C(C)(C)C1=C(N)C(=CC=C1)C(C)C (2,6-diisopropylaniline), ice water. Run in C(C)(=O)O (acetic acid), C(C)(=O)O (acetic acid). Yields the product C(C)(C)C1=C(C(=CC=C1)C(C)C)S(=O)(=O)Cl (2,6-diisopropylbenzenesulfonyl chloride). Reaction SMILES: [CH:1]([C:4]1[CH:10]=[CH:9][CH:8]=[C:7]([CH:11]([CH3:13])[CH3:12])[C:5]=1N)([CH3:3])[CH3:2].N([O-])=O.[Na+].[ClH:18].[S:19](=[O:21])=[O:20]>C(O)(=O)C>[CH:1]([C:4]1[CH:10]=[CH:9][CH:8]=[C:7]([CH:11]([CH3:13])[CH3:12])[C:5]=1[S:19]([Cl:18])(=[O:21])=[O:20])([CH3:3])[CH3:2] |f:1.2|. Reported procedure: One equivalent part by weight of 2,6-diisopropylaniline is diazotized with 1.1 equivalent parts of sodium nitrite and 1.1 equivalent parts of hydrochloric acid in acetic acid at 0° to 5°. This solution is added dropwise with stirring to a solution of acetic acid containing 1 equivalent part of cuprous chloride and excess sulfur dioxide at 10°. When the addition is complete and nitrogen evolution ceases, the mixture is poured into ice water and the oily product extracted into ether. The organic l... The product is CNc1nccc(Oc2ccc(O)c([N+](=O)[O-])c2)n1. The reactants are CC(=O)O, CNc1nccc(Oc2ccc(O)cc2)n1, [Na+], O=C([O-])O, O, O=[N+]([O-])O. RXN SMILES: [C:26]([OH:27])(=[O:28])[CH3:29].[CH3:1][NH:2][c:3]1[n:4][cH:5][cH:6][c:7]([O:9][c:10]2[cH:11][cH:12][c:13]([OH:16])[cH:14][cH:15]2)[n:8]1.[Na+:25].[O-:21][C:22]([OH:23])=[O:24].[OH2:30].[OH:17][N+:18]([O-:19])=[O:20]>>[CH3:1][NH:2][c:3]1[n:4][cH:5][cH:6][c:7]([O:9][c:10]2[cH:11][c:12]([N+:18](=[O:17])[O-:19])[c:13]([OH:16])[cH:14][cH:15]2)[n:8]1. Reactants: ClC1=C(C=C(C(=C1)Cl)OC)NC1=C(C=NC2=CC(=C(C=C12)OC)F)C#N (4-[(2,4-Dichloro-5-methoxyphenyl)amino]-7-fluoro-6-methoxy-3-quinolinecarbonitrile), [Na] (sodium), O=S1(CCN(CC1)CCCO)=O (3-(1,1-dioxothiomorpholinyl)-1-propanol), C([O-])(O)=O.[Na+] (sodium bicarbonate). Reaction conditions: temperature 100 celsius. Product: ClC1=C(C=C(C(=C1)Cl)OC)NC1=C(C=NC2=CC(=C(C=C12)OC)OCCCN1CCS(CC1)(=O)=O)C#N (4-[(2,4-dichloro-5-methoxyphenyl)amino]-7-[3-(1,1-dioxido-4-thiomorpholinyl)propoxy]-6-methoxy-3-quinolinecarbonitrile). RXN SMILES: [Na].[Cl:2][C:3]1[CH:8]=[C:7]([Cl:9])[C:6]([O:10][CH3:11])=[CH:5][C:4]=1[NH:12][C:13]1[C:22]2[C:17](=[CH:18][C:19](F)=[C:20]([O:23][CH3:24])[CH:21]=2)[N:16]=[CH:15][C:14]=1[C:26]#[N:27].C(=O)(O)[O-].[Na+].[O:33]=[S:34]1(=[O:44])[CH2:39][CH2:38][N:37]([CH2:40][CH2:41][CH2:42][OH:43])[CH2:36][CH2:35]1>>[Cl:2][C:3]1[CH:8]=[C:7]([Cl:9])[C:6]([O:10][CH3:11])=[CH:5][C:4]=1[NH:12][C:13]1[C:22]2[C:17](=[CH:18][C:19]([O:43][CH2:42][CH2:41][CH2:40][N:37]3[CH2:36][CH2:35][S:34](=[O:44])(=[O:33])[CH2:39][CH2:38]3)=[C:20]([O:23][CH3:24])[CH:21]=2)[N:16]=[CH:15][C:14]=1[C:26]#[N:27] |f:2.3,^1:0|. Procedure details: A mixture of sodium (48 mg, 2.1 mmol) in 2 mL of 3-(1,1-dioxothiomorpholinyl)-1-propanol (WO 20047212) is heated at 100° C. for 1 hour. 4-[(2,4-Dichloro-5-methoxyphenyl)amino]-7-fluoro-6-methoxy-3-quinolinecarbonitrile (200 mg, 0.51 mmol) is added and the reaction mixture is heated at 100° C. for 4 hours, then cooled to room temperature. The reaction mixture is poured into saturated sodium bicarbonate and the solids are collected by filtration. The residue is purified by flash column chromatogra...